This data is from the Open Reaction Database (ORD), a public repository of structured organic reaction records. The task is: describe an organic reaction: reactants, conditions, products, and yield Reactants: Brc1cnc2n1CCCC2, C1CCOC1, [Li]CCCC, CN(C)C=O, O. The product is O=Cc1cnc2n1CCCC2. RXN SMILES: [Br:1][c:2]1[cH:3][n:4][c:5]2[n:6]1[CH2:7][CH2:8][CH2:9][CH2:10]2.[CH2:17]1[O:18][CH2:19][CH2:20][CH2:21]1.[CH2:22]([Li:23])[CH2:24][CH2:25][CH3:26].[O:11]=[CH:12][N:13]([CH3:14])[CH3:15].[OH2:16]>>[c:2]1([CH:12]=[O:11])[cH:3][n:4][c:5]2[n:6]1[CH2:7][CH2:8][CH2:9][CH2:10]2. Starting materials: OCC1CCCC1, Clc1cncc(Cl)n1, C1COCCO1. Yields the product Clc1cncc(OCC2CCCC2)n1. As a reaction SMILES: [CH:1]1([CH2:6][OH:7])[CH2:2][CH2:3][CH2:4][CH2:5]1.[Cl:8][c:9]1[n:10][c:11]([Cl:15])[cH:12][n:13][cH:14]1.[O:16]1[CH2:17][CH2:18][O:19][CH2:20][CH2:21]1>>[CH:1]1([CH2:6][O:7][c:11]2[n:10][c:9]([Cl:8])[cH:14][n:13][cH:12]2)[CH2:2][CH2:3][CH2:4][CH2:5]1. The reactants are BrCC(=O)NC1=NC=NC=C1 (2-Bromo-N-pyrimidin-4-yl-acetamide), N12C[C@@H](C(CC1)CC2)OC(C(C=2SC=CC2)(C=2SC=CC2)O)=O (hydroxy-di-thiophen-2-yl-acetic acid (R)-(1-aza-bicyclo[2.2.2]oct-3-yl) ester). Solvent: C(Cl)(Cl)Cl.C(C)#N (chloroform acetonitrile). Yields the product [Br-].OC(C(=O)O[C@H]1C[N+]2(CCC1CC2)CC(NC2=NC=NC=C2)=O)(C=2SC=CC2)C=2SC=CC2 ((R)-3-(2-Hydroxy-2,2-di-thiophen-2-yl-acetoxy)-1-(pyrimidin-4-ylcarbamoylmethyl)-1-azonia-bicyclo[2.2.2]octane bromide). Reaction SMILES: [Br:1][CH2:2][C:3]([NH:5][C:6]1[CH:11]=[CH:10][N:9]=[CH:8][N:7]=1)=[O:4].[N:12]12[CH2:19][CH2:18][CH:15]([CH2:16][CH2:17]1)[C@@H:14]([O:20][C:21](=[O:34])[C:22]([OH:33])([C:28]1[S:29][CH:30]=[CH:31][CH:32]=1)[C:23]1[S:24][CH:25]=[CH:26][CH:27]=1)[CH2:13]2>C(Cl)(Cl)Cl.C(#N)C>[Br-:1].[OH:33][C:22]([C:23]1[S:24][CH:25]=[CH:26][CH:27]=1)([C:28]1[S:29][CH:30]=[CH:31][CH:32]=1)[C:21]([O:20][C@@H:14]1[CH:15]2[CH2:18][CH2:19][N+:12]([CH2:2][C:3](=[O:4])[NH:5][C:6]3[CH:11]=[CH:10][N:9]=[CH:8][N:7]=3)([CH2:17][CH2:16]2)[CH2:13]1)=[O:34] |f:2.3,4.5|. Reported procedure: A solution of 2-Bromo-N-pyrimidin-4-yl-acetamide (0.90 g, 4.17 mmol) and hydroxy-di-thiophen-2-yl-acetic acid (R)-(1-aza-bicyclo[2.2.2]oct-3-yl) ester (Example 70(ii)) (1.32 g, 3.79 mmol) in dry chloroform-acetonitrile (20 ml+4 ml) are heated at 50° C. for 3 hours. The mixture is then cooled to room temperature and concentrated. Purification by reverse phase C18 column chromatography (gradient elution 100% water to 100% acetonitrile) gives after concentration a light brown solid. The solid was t... Reactants: ClC=1C=C(CN2CC(OCC2)CN)C=CC1Cl ([4-(3,4-Dichlorobenzyl)morpholin-2-yl]methylamine), FC=1C=C(C=CC1F)CC(=O)O ((3,4-difluorophenyl)acetic acid). The product is ClC=1C=C(CN2CC(OCC2)CNC(CC2=CC(=C(C=C2)F)F)=O)C=CC1Cl (N-{[4-(3,4-Dichlorobenzyl)morpholin-2-yl]methyl}-2-(3,4-difluorophenyl)acetamide). The yield is 23.0%. As a reaction SMILES: [Cl:1][C:2]1[CH:3]=[C:4]([CH:14]=[CH:15][C:16]=1[Cl:17])[CH2:5][N:6]1[CH2:11][CH2:10][O:9][CH:8]([CH2:12][NH2:13])[CH2:7]1.[F:18][C:19]1[CH:20]=[C:21]([CH2:26][C:27](O)=[O:28])[CH:22]=[CH:23][C:24]=1[F:25]>>[Cl:1][C:2]1[CH:3]=[C:4]([CH:14]=[CH:15][C:16]=1[Cl:17])[CH2:5][N:6]1[CH2:11][CH2:10][O:9][CH:8]([CH2:12][NH:13][C:27](=[O:28])[CH2:26][C:21]2[CH:22]=[CH:23][C:24]([F:25])=[C:19]([F:18])[CH:20]=2)[CH2:7]1. Procedure details: Example 6 was prepared in an analogous manner to Example 1 using a mixture of Intermediate 1 (0.055 g) and (3,4-difluorophenyl)acetic acid (0.034 g) to give the title compound (0.0195 g). Reactants: ClCC(=O)N1C=2C(C(NC3=C1C=CC=C3)=O)=CSC2 (4-chloroacetyl-9,10-dihydro-4H-thieno[3,4-b][1,5]benzodiazepin-10-one), CNC (dimethylamine), C([O-])([O-])=O.[Na+].[Na+] (sodium carbonate). Run in C(Cl)Cl (methylene chloride). Yields the product CN(C)CC(=O)N1C=2C(C(NC3=C1C=CC=C3)=O)=CSC2 (4-(dimethylaminoacetyl)-9,10-dihydro-4H-thieno[3,4-b][1,5]benzodiazepin-10-one). Reaction SMILES: Cl[CH2:2][C:3]([N:5]1[C:11]2[CH:12]=[CH:13][CH:14]=[CH:15][C:10]=2[NH:9][C:8](=[O:16])[C:7]2=[CH:17][S:18][CH:19]=[C:6]12)=[O:4].[CH3:20][NH:21][CH3:22].C(=O)([O-])[O-].[Na+].[Na+]>C(Cl)Cl>[CH3:20][N:21]([CH2:2][C:3]([N:5]1[C:11]2[CH:12]=[CH:13][CH:14]=[CH:15][C:10]=2[NH:9][C:8](=[O:16])[C:7]2=[CH:17][S:18][CH:19]=[C:6]12)=[O:4])[CH3:22] |f:2.3.4|. Reported procedure: 2.0 g of 4-chloroacetyl-9,10-dihydro-4H-thieno[3,4-b][1,5]benzodiazepin-10-one, 6 ml of 40% strength aqueous dimethylamine solution and 10 ml of methylene chloride are stirred at 35° C. for 2 hours; 0.35 g of sodium carbonate is added, and the mixture is concentrated to dryness in vacuo. A little water is added; the solution is extracted repeatedly by shaking it with chloroform, and the organic solution is dried with sodium sulfate and concentrated to dryness. 1.9 g of 4-(dimethylaminoacetyl)-9,... Reactants: FC=1C=CC2=C(CNS(N2C2=C(C=CC=C2)F)(=O)=O)C1 (6-fluoro-1-(2-fluorophenyl)-3,4-dihydro-1H-2,1,3-benzothiadiazine 2,2-dioxide), BrC(C)O (bromoethanol). Yields the product BrCCN1S(N(C2=C(C1)C=C(C=C2)F)C2=C(C=CC=C2)F)(=O)=O (3-(2-bromoethyl)-6-fluoro-1-(2-fluorophenyl)-3,4-dihydro-1H-2,1,3-benzothiadiazine 2,2-dioxide). Yield: 68.8%. As a reaction SMILES: [F:1][C:2]1[CH:3]=[CH:4][C:5]2[N:10]([C:11]3[CH:16]=[CH:15][CH:14]=[CH:13][C:12]=3[F:17])[S:9](=[O:19])(=[O:18])[NH:8][CH2:7][C:6]=2[CH:20]=1.[Br:21][CH:22](O)[CH3:23]>>[Br:21][CH2:22][CH2:23][N:8]1[CH2:7][C:6]2[CH:20]=[C:2]([F:1])[CH:3]=[CH:4][C:5]=2[N:10]([C:11]2[CH:16]=[CH:15][CH:14]=[CH:13][C:12]=2[F:17])[S:9]1(=[O:19])=[O:18]. Reported procedure: In an analogous manner to Example 11 step 4, a solution of 6-fluoro-1-(2-fluorophenyl)-3,4-dihydro-1H-2,1,3-benzothiadiazine 2,2-dioxide (1.01 g, 3.4 mmol) was reacted with bromoethanol (0.95 mL, 13.4 mmol) to afford 3-(2-bromoethyl)-6-fluoro-1-(2-fluorophenyl)-3,4-dihydro-1H-2,1,3-benzothiadiazine 2,2-dioxide (0.943 g, 69%) as white solid: The reactants are [OH-].[NH4+] (ammonium hydroxide), Cl.NO (hydroxylamine hydrochloride), C(CC)N(C1CC2=C(C=CC=C2CC1)C(CCC)=O)CCC (2-Di-n-propylamino-8-butyryl-1,2,3,4-tetrahydronaphthalene). Run in O (water), CO (methanol), O (water). Run at time 20 hour. Yields the product C(CC)N(C1CC2=C(C=CC=C2CC1)C(CCC)=NO)CCC (2-di-n-propylamino-8-(1-oximino-butyl)-1,2,3,4-tetrahydronaphthalene). The yield is 105.3%. RXN SMILES: [CH2:1]([N:4]([CH2:20][CH2:21][CH3:22])[CH:5]1[CH2:14][CH2:13][C:12]2[C:7](=[C:8]([C:15](=O)[CH2:16][CH2:17][CH3:18])[CH:9]=[CH:10][CH:11]=2)[CH2:6]1)[CH2:2][CH3:3].Cl.[NH2:24][OH:25].[OH-].[NH4+]>CO.O>[CH2:1]([N:4]([CH2:20][CH2:21][CH3:22])[CH:5]1[CH2:14][CH2:13][C:12]2[C:7](=[C:8]([C:15](=[N:24][OH:25])[CH2:16][CH2:17][CH3:18])[CH:9]=[CH:10][CH:11]=2)[CH2:6]1)[CH2:2][CH3:3] |f:1.2,3.4|. Procedure: 2-Di-n-propylamino-8-butyryl-1,2,3,4-tetrahydronaphthalene (1 g; 3.3 mmol) (prepared as in Example 22) was dissolved in 40 ml of methanol, and 2.3 g (33 mmol) of hydroxylamine hydrochloride dissolved in water were added. The mixture was stirred at room temperature for 20 hours after which it was poured into water, and the pH was adjusted to 10 using ammonium hydroxide. The mixture then was extracted with methylene chloride, and the extract was dried over sodium sulfate and evaporated. The residu...